From a dataset of the Open Reaction Database (ORD), a public repository of structured organic reaction records. describe an organic reaction: reactants, conditions, products, and yield Starting materials: ClCCCl, CCOC(=O)C=[N+]=[N-], CCC(=O)c1ccc2c(c1O)C=CCO2. Yields the product CCOC(=O)C1C2COc3ccc(C(=O)CC)c(O)c3C21. As a reaction SMILES: [Cl:24][CH2:25][CH2:26][Cl:27].[N+:16](=[N-:17])=[CH:18][C:19](=[O:20])[O:21][CH2:22][CH3:23].[OH:1][c:2]1[c:3]2[c:8]([cH:9][cH:10][c:11]1[C:12]([CH2:13][CH3:14])=[O:15])[O:7][CH2:6][CH:5]=[CH:4]2>>[OH:1][c:2]1[c:3]2[c:8]([cH:9][cH:10][c:11]1[C:12]([CH2:13][CH3:14])=[O:15])[O:7][CH2:6][CH:5]1[CH:4]2[CH:18]1[C:19](=[O:20])[O:21][CH2:22][CH3:23]. The reactants are C1COCCO1, CC1(C)OB(c2cnc(N)cc2C(F)(F)F)OC1(C)C, Clc1cc(Nc2nc(-c3ccccc3)cs2)nc(N2CCOCC2)n1, [Na+], [Na+], O=C([O-])[O-]. Yields the product Nc1cc(C(F)(F)F)c(-c2cc(Nc3nc(-c4ccccc4)cs3)nc(N3CCOCC3)n2)cn1. Reaction SMILES: [CH2:46]1[O:47][CH2:48][CH2:49][O:50][CH2:51]1.[CH3:26][C:27]1([CH3:28])[C:29]([CH3:30])([CH3:31])[O:32][B:33]([c:34]2[c:35]([C:41]([F:42])([F:43])[F:44])[cH:36][c:37]([NH2:40])[n:38][cH:39]2)[O:45]1.[Cl:1][c:2]1[cH:3][c:4]([NH:14][c:15]2[s:16][cH:17][c:18](-[c:20]3[cH:21][cH:22][cH:23][cH:24][cH:25]3)[n:19]2)[n:5][c:6]([N:8]2[CH2:9][CH2:10][O:11][CH2:12][CH2:13]2)[n:7]1.[Na+:52].[Na+:53].[O-:54][C:55](=[O:56])[O-:57]>>[c:2]1(-[c:34]2[c:35]([C:41]([F:42])([F:43])[F:44])[cH:36][c:37]([NH2:40])[n:38][cH:39]2)[cH:3][c:4]([NH:14][c:15]2[s:16][cH:17][c:18](-[c:20]3[cH:21][cH:22][cH:23][cH:24][cH:25]3)[n:19]2)[n:5][c:6]([N:8]2[CH2:9][CH2:10][O:11][CH2:12][CH2:13]2)[n:7]1. Product: CC(C)(O)Cn1cc(-c2cnc3nnn(Cc4ccc5ncccc5c4)c3n2)cn1. As a reaction SMILES: [C:26](=[O:27])([O-:28])[O-:29].[CH3:32][C:33]1([CH3:36])[O:34][CH2:35]1.[Cs+:30].[Cs+:31].[O:37]=[CH:38][N:39]([CH3:40])[CH3:41].[nH:1]1[n:2][cH:3][c:4](-[c:6]2[cH:7][n:8][c:9]3[c:10]([n:11]2)[n:12]([CH2:15][c:16]2[cH:17][c:18]4[cH:19][cH:20][cH:21][n:22][c:23]4[cH:24][cH:25]2)[n:13][n:14]3)[cH:5]1>>[n:1]1[n:2]([CH2:35][C:33]([CH3:32])([OH:34])[CH3:36])[cH:3][c:4](-[c:6]2[cH:7][n:8][c:9]3[c:10]([n:11]2)[n:12]([CH2:15][c:16]2[cH:17][c:18]4[cH:19][cH:20][cH:21][n:22][c:23]4[cH:24][cH:25]2)[n:13][n:14]3)[cH:5]1. Reactants: O=C([O-])[O-], CC1(C)CO1, [Cs+], [Cs+], CN(C)C=O, c1cnc2ccc(Cn3nnc4ncc(-c5cn[nH]c5)nc43)cc2c1. The reactants are ClC1CCOCC1 (4-chlorotetrahydro-2H-pyran), ClC1CCOCC1 (4-chlorotetrahydro-2H-pyran), O=C1N(C=2N(C(=C1CC1=CC=C(C=C1)C=1C(=CC=CC1)C#N)CCC)N=CN2)C2CCC(CC2)=O (4′-{[5-oxo-4-(4-oxocyclohexyl)-7-propyl-4,5-dihydro[1,2,4]triazolo[1,5-a]pyrimidin-6-yl]methyl}biphenyl-2-carbonitrile), Cl (hydrochloric acid), [Mg] (magnesium). The reagents and catalysts are BrCCBr (1,2-dibromoethane). Solvent: O1CCCC1 (tetrahydrofuran), O1CCCC1 (tetrahydrofuran), O1CCCC1 (tetrahydrofuran). Run at temperature 50 celsius, time 4 hour. The product is OC1(CCC(CC1)N1C=2N(C(=C(C1=O)CC1=CC=C(C=C1)C=1C(=CC=CC1)C#N)CCC)N=CN2)C2CCOCC2 (4′-({4-[4-hydroxy-4-(tetrahydro-2H-pyran-4-yl)cyclohexyl]-5-oxo-7-propyl-4,5-dihydro[1,2,4]triazolo[1,5-a]pyrimidin-6-yl}methyl)biphenyl-2-carbonitrile). Yield: 52.5%. RXN SMILES: [Mg].Cl[CH:3]1[CH2:8][CH2:7][O:6][CH2:5][CH2:4]1.[O:9]=[C:10]1[C:15]([CH2:16][C:17]2[CH:22]=[CH:21][C:20]([C:23]3[C:24]([C:29]#[N:30])=[CH:25][CH:26]=[CH:27][CH:28]=3)=[CH:19][CH:18]=2)=[C:14]([CH2:31][CH2:32][CH3:33])[N:13]2[N:34]=[CH:35][N:36]=[C:12]2[N:11]1[CH:37]1[CH2:42][CH2:41][C:40](=[O:43])[CH2:39][CH2:38]1.Cl>BrCCBr.O1CCCC1>[OH:43][C:40]1([CH:3]2[CH2:8][CH2:7][O:6][CH2:5][CH2:4]2)[CH2:41][CH2:42][CH:37]([N:11]2[C:10](=[O:9])[C:15]([CH2:16][C:17]3[CH:22]=[CH:21][C:20]([C:23]4[C:24]([C:29]#[N:30])=[CH:25][CH:26]=[CH:27][CH:28]=4)=[CH:19][CH:18]=3)=[C:14]([CH2:31][CH2:32][CH3:33])[N:13]3[N:34]=[CH:35][N:36]=[C:12]23)[CH2:38][CH2:39]1. Procedure details: To a mixture of magnesium (0.10 g) and tetrahydrofuran (1 mL) were added 4-chlorotetrahydro-2H-pyran (0.050 g) and 1,2-dibromoethane (10 drops) under an argon atmosphere. The mixture was heated to initiate the reaction, a solution of 4-chlorotetrahydro-2H-pyran (0.46 g) in tetrahydrofuran (5 mL) was added dropwise at 50° C., and the mixture was stirred at 50° C. for 4 hr. The reaction mixture was cooled to 0° C., a solution of 4′-{[5-oxo-4-(4-oxocyclohexyl)-7-propyl-4,5-dihydro[1,2,4]triazolo[1,...